Dataset: the Open Reaction Database (ORD), a public repository of structured organic reaction records. Task: describe an organic reaction: reactants, conditions, products, and yield The reactants are CC=1C=C(C=CC1)C1=C(C=NO1)C(=O)O (5-(3-methylphenyl)-isoxazole-4-carboxylic acid), C1(=CC=CC=C1)C1CNCC1 (3-phenylpyrrolidine), F[B-](F)(F)F.N1(N=NC2=C1C=CC=C2)OC(=[N+](C)C)N(C)C (O-(benzotriazol-1-yl)-N,N,N′,N′-tetramethyluronium tetrafluoroborate), C(C)(C)N(CC)C(C)C (diisopropylethylamine). Solvent: CN(C=O)C (dimethylformamide). Product: CC=1C=C(C=CC1)C1=C(C=NO1)C(=O)N1CC(CC1)C1=CC=CC=C1 (5-(3-methylphenyl)-4-[(3-phenylpyrrolidin-1-yl)carbonyl]isoxazole). As a reaction SMILES: [CH3:1][C:2]1[CH:3]=[C:4]([C:8]2[O:12][N:11]=[CH:10][C:9]=2[C:13]([OH:15])=O)[CH:5]=[CH:6][CH:7]=1.[C:16]1([CH:22]2[CH2:26][CH2:25][NH:24][CH2:23]2)[CH:21]=[CH:20][CH:19]=[CH:18][CH:17]=1.F[B-](F)(F)F.N1(OC(N(C)C)=[N+](C)C)C2C=CC=CC=2N=N1.C(N(C(C)C)CC)(C)C>CN(C)C=O>[CH3:1][C:2]1[CH:3]=[C:4]([C:8]2[O:12][N:11]=[CH:10][C:9]=2[C:13]([N:24]2[CH2:25][CH2:26][CH:22]([C:16]3[CH:21]=[CH:20][CH:19]=[CH:18][CH:17]=3)[CH2:23]2)=[O:15])[CH:5]=[CH:6][CH:7]=1 |f:2.3|. Procedure details: 5-(3-methylphenyl)-isoxazole-4-carboxylic acid (46.9 mg, 0.231 mmol), 3-phenylpyrrolidine (40 mg, 0.271 mmol), O-(benzotriazol-1-yl)-N,N,N′,N′-tetramethyluronium tetrafluoroborate (92.6 mg, 0.288 mmol) and diisopropylethylamine (49.7 mg, 0.384 mmol) were mixed in dimethylformamide (1.5 mL) and stirred at room temperature over night. Solvent was evaporated in vacuo (0.5-1.0 mL) and the residue was taken up in dichloromethane (1 mL), filtered and purified by normal-phase chromatography (20-50% EtO... The solvent is N1=CC=CC=C1 (pyridine). Yields the product C1(=CC=CC=C1)S(=O)(=O)NC1=CC=C(C=C1)[N+](=O)[O-] (N-phenylsulfonyl-4-nitroaniline). Reported procedure: A solution of 4-nitroaniline (4-7) (13.8 g, 100 mmol) and phenylsulfonyl chloride (14 mL, 100 mmol) in pyridine (50 mL) was heated at 100° C. for 2 h. The resultant solution was concentrated, and the residue dissolved in ethyl acetate. The organic extract was washed successively with 2M hydrochloric acid, sat. aq. sodium bicarbonate brine, dried over magnesium sulfate, filtered and concentrated under vacuum. The residue was dissolved in a minimum amount of ethyl acetate with warning, and hexane ... Reactants: [N+](=O)([O-])C1=CC=C(N)C=C1 (4-nitroaniline), C1(=CC=CC=C1)S(=O)(=O)Cl (phenylsulfonyl chloride). As a reaction SMILES: [N+:1]([C:4]1[CH:10]=[CH:9][C:7]([NH2:8])=[CH:6][CH:5]=1)([O-:3])=[O:2].[C:11]1([S:17](Cl)(=[O:19])=[O:18])[CH:16]=[CH:15][CH:14]=[CH:13][CH:12]=1>N1C=CC=CC=1>[C:11]1([S:17]([NH:8][C:7]2[CH:9]=[CH:10][C:4]([N+:1]([O-:3])=[O:2])=[CH:5][CH:6]=2)(=[O:19])=[O:18])[CH:16]=[CH:15][CH:14]=[CH:13][CH:12]=1.